The task is: describe an organic reaction: reactants, conditions, products, and yield. This data is from the Open Reaction Database (ORD), a public repository of structured organic reaction records. Reactants: C(C)(=O)N1C(C(C2=CC=CC=C12)(C)C)=O (1-acetyl-3,3-dimethyl-1,3-dihydro-indol-2-one), Cl (hydrochloric acid), C(C)(C)(C)OC (tert-butylmethylether). Run in O (water). The product is CC1(C(NC2=CC=CC=C12)=O)C (3,3-dimethyl-1,3-dihydroindol-2-one). As a reaction SMILES: C([N:4]1[C:12]2[C:7](=[CH:8][CH:9]=[CH:10][CH:11]=2)[C:6]([CH3:14])([CH3:13])[C:5]1=[O:15])(=O)C.Cl.C(OC)(C)(C)C>O>[CH3:13][C:6]1([CH3:14])[C:7]2[C:12](=[CH:11][CH:10]=[CH:9][CH:8]=2)[NH:4][C:5]1=[O:15]. Reported procedure: 3.50 g (17.2 mmol) 1-acetyl-3,3-dimethyl-1,3-dihydro-indol-2-one were refluxed in 50 mL of a 6N hydrochloric acid solution for 1h. After cooling the reaction mixture was divided between tert-butylmethylether and water. The organic phase was washed with water, dried and evaporated down. The residue was crystallised from PE. The solid was suction filtered and dried at 80° C. in the CAD.